Dataset: the Open Reaction Database (ORD), a public repository of structured organic reaction records. Task: describe an organic reaction: reactants, conditions, products, and yield Starting materials: FC=1C=C(C=CC1F)C1=CC=C(C=C1)C1CCC(CC1)[Mg]Br (4-(4-(3,4-difluorophenyl)phenyl)cyclohexyl magnesium bromide), IC1CC[SiH](CC1)CCC (4-iodo-1-n-propyl-1-silacyclohexane), P(OCC)(OCC)OCC (triethyl phosphite). Reagents/catalysts: [Cu]I (copper (I) iodide). The solvent is C1CCOC1 (THF), C1CCOC1 (THF). The product is C(CC)[SiH]1CCC(CC1)[C@@H]1CC[C@H](CC1)C1=CC=C(C=C1)C1=CC(=C(C=C1)F)F (trans-4-(4-(4-n-propyl-4-silacyclohexyl)cyclohexyl)-3',4'-difluorobiphenyl). The yield is 18.1%. RXN SMILES: [F:1][C:2]1[CH:3]=[C:4]([C:9]2[CH:14]=[CH:13][C:12]([CH:15]3[CH2:20][CH2:19][CH:18]([Mg]Br)[CH2:17][CH2:16]3)=[CH:11][CH:10]=2)[CH:5]=[CH:6][C:7]=1[F:8].I[CH:24]1[CH2:29][CH2:28][SiH:27]([CH2:30][CH2:31][CH3:32])[CH2:26][CH2:25]1.P(OCC)(OCC)OCC>[Cu]I.C1COCC1>[CH2:30]([SiH:27]1[CH2:28][CH2:29][CH:24]([C@H:18]2[CH2:19][CH2:20][C@H:15]([C:12]3[CH:13]=[CH:14][C:9]([C:4]4[CH:5]=[CH:6][C:7]([F:8])=[C:2]([F:1])[CH:3]=4)=[CH:10][CH:11]=3)[CH2:16][CH2:17]2)[CH2:25][CH2:26]1)[CH2:31][CH3:32]. Procedure details: A 25 ml THF solution of 1.0M 4-(4-(3,4-difluorophenyl)phenyl)cyclohexyl magnesium bromide (25 mmol) was dripped into a mixed solution of 5.36 g (20.0 mmol) of 4-iodo-1-n-propyl-1-silacyclohexane, 50 mg of copper (I) iodide, 100 mg of triethyl phosphite and 50 ml of THF. The silacyclohexane rings of the product thus obtained were a mixture of trans isomers and cis isomers. After a conventional after treatment, they were separated by means of chromatography to obtain 1.49 g (yield 36%) of the targ... Starting materials: COC=1C=C(C=CC1)C1=CC=C2CC(NC2=C1)=O (6-(3-Methoxy-phenyl)-1,3-dihydro-indol-2-one), N1(CCOCC1)CCOC=1C=C2C=C(NC2=CC1)C=O (5-(2-morpholin-4-yl-ethoxy)-1H-indole-2-carbaldehyde). The product is COC=1C=C(C=CC1)C1=CC=C2C(C(NC2=C1)=O)=CC=1NC2=CC=C(C=C2C1)OCCN1CCOCC1 (6-(3-Methoxy-phenyl)-3-[5-(2-morpholin-4-yl-ethoxy)-1H-indol-2-ylmethylene]-1,3-dihydro-indol-2-one). As a reaction SMILES: [CH3:1][O:2][C:3]1[CH:4]=[C:5]([C:9]2[CH:17]=[C:16]3[C:12]([CH2:13][C:14](=[O:18])[NH:15]3)=[CH:11][CH:10]=2)[CH:6]=[CH:7][CH:8]=1.[N:19]1([CH2:25][CH2:26][O:27][C:28]2[CH:29]=[C:30]3[C:34](=[CH:35][CH:36]=2)[NH:33][C:32]([CH:37]=O)=[CH:31]3)[CH2:24][CH2:23][O:22][CH2:21][CH2:20]1>>[CH3:1][O:2][C:3]1[CH:4]=[C:5]([C:9]2[CH:17]=[C:16]3[C:12]([C:13](=[CH:37][C:32]4[NH:33][C:34]5[C:30]([CH:31]=4)=[CH:29][C:28]([O:27][CH2:26][CH2:25][N:19]4[CH2:24][CH2:23][O:22][CH2:21][CH2:20]4)=[CH:36][CH:35]=5)[C:14](=[O:18])[NH:15]3)=[CH:11][CH:10]=2)[CH:6]=[CH:7][CH:8]=1. Reported procedure: 6-(3-Methoxy-phenyl)-1,3-dihydro-indol-2-one was condensed with 5-(2-morpholin-4-yl-ethoxy)-1H-indole-2-carbaldehyde to give the title compound. Starting materials: [OH-].[Na+] (sodium hydroxide), [N+](=O)([O-])C=1C=C(C=CC1)CC#N (3-nitrophenylacetonitrile), C1(=CC=C(C=C1)S(=O)(=O)O)C.C(CN)N (ethylenediamine para-toluenesulphonate), Cl (hydrochloride), aqueous solution, Cl (HCl). Run at temperature 100 celsius. The product is N1C(=NCC1)CC=1C=C(N)C=CC1 (3-(4,5-Dihydro-1H-imidazol-2-ylmethyl)aniline). Reaction SMILES: [N+:1]([C:4]1[CH:5]=[C:6]([CH2:10][C:11]#[N:12])[CH:7]=[CH:8][CH:9]=1)([O-])=O.C1(C)C=CC(S(O)(=O)=O)=CC=1.[CH2:24](N)[CH2:25][NH2:26].[OH-].[Na+].Cl>>[NH:26]1[CH2:25][CH2:24][N:12]=[C:11]1[CH2:10][C:6]1[CH:5]=[C:4]([CH:9]=[CH:8][CH:7]=1)[NH2:1] |f:1.2,3.4|. Procedure details: A mixture of 30.7 mmol (5 g) of 3-nitrophenylacetonitrile and 30 mmol (7.2 g) of ethylenediamine para-toluenesulphonate is heated at 100° C. for 1 hour. After cooling to 20° C., the mixture is hydrolysed with 100 ml of a 5M aqueous solution of sodium hydroxide and then extracted with dichloromethane. The organic phases are dried over magnesium sulphate and concentrated. The residue obtained is converted into the hydrochloride by the action of an ethanolic HCl solution to yield the expected produ...